Dataset: the Open Reaction Database (ORD), a public repository of structured organic reaction records. Task: describe an organic reaction: reactants, conditions, products, and yield Starting materials: C[Si](C)(C)[N-][Si](C)(C)C, Cn1nc(C(=O)O)c(Cl)cc1=O, Nc1ccc(I)cc1F, [Li+], C1CCOC1. The product is Cn1nc(C(=O)O)c(Nc2ccc(I)cc2F)cc1=O. Reaction SMILES: [CH3:22][Si:23]([N-:24][Si:25]([CH3:26])([CH3:27])[CH3:28])([CH3:29])[CH3:30].[Cl:1][c:2]1[c:3]([C:10](=[O:11])[OH:12])[n:4][n:5]([CH3:9])[c:6](=[O:8])[cH:7]1.[F:13][c:14]1[c:15]([NH2:16])[cH:17][cH:18][c:19]([I:21])[cH:20]1.[Li+:31].[O:32]1[CH2:33][CH2:34][CH2:35][CH2:36]1>>[c:2]1([NH:16][c:15]2[c:14]([F:13])[cH:20][c:19]([I:21])[cH:18][cH:17]2)[c:3]([C:10](=[O:11])[OH:12])[n:4][n:5]([CH3:9])[c:6](=[O:8])[cH:7]1.